From a dataset of the Open Reaction Database (ORD), a public repository of structured organic reaction records. describe an organic reaction: reactants, conditions, products, and yield Starting materials: C([O-])([O-])=O.[Na+].[Na+] (sodium carbonate), C(C1=CC=CC=C1)N1CC2=CC=CC(=C2C1)CNC(=O)OC(C)(C)C (2-benzyl-4-(tertbutyloxycarbonylaminomethyl)isoindoline), ClC(=O)OCC1=CC=CC=C1 (benzyl chloroformate). Run in C(Cl)(Cl)Cl (chloroform). Product: C(C1=CC=CC=C1)OC(=O)N1CC2=CC=CC(=C2C1)CNC(=O)OC(C)(C)C (2-benzyloxycarbonyl-4-(tertbutyloxycarbonylaminomethyl)isoindoline). Yield: 91.1%. RXN SMILES: C([N:8]1[CH2:16][C:15]2[C:10](=[CH:11][CH:12]=[CH:13][C:14]=2[CH2:17][NH:18][C:19]([O:21][C:22]([CH3:25])([CH3:24])[CH3:23])=[O:20])[CH2:9]1)C1C=CC=CC=1.C(=O)([O-])[O-].[Na+].[Na+].Cl[C:33]([O:35][CH2:36][C:37]1[CH:42]=[CH:41][CH:40]=[CH:39][CH:38]=1)=[O:34]>C(Cl)(Cl)Cl>[CH2:36]([O:35][C:33]([N:8]1[CH2:16][C:15]2[C:10](=[CH:11][CH:12]=[CH:13][C:14]=2[CH2:17][NH:18][C:19]([O:21][C:22]([CH3:25])([CH3:24])[CH3:23])=[O:20])[CH2:9]1)=[O:34])[C:37]1[CH:42]=[CH:41][CH:40]=[CH:39][CH:38]=1 |f:1.2.3|. Procedure: 3.38 g of 2-benzyl-4-(tertbutyloxycarbonylaminomethyl)isoindoline was dissolved in 10 ml of chloroform and 1.27 g of sodium carbonate was added to it. To this solution was added dropwise 2.04 g of benzyl chloroformate under ice-cooling and stirring, and the mixture was stirred for 2 hours at room temperature. Insoluble materials were removed by filtration and the filtrate was concentrated. Recrystallization from ether gave 3.48 g of 2-benzyloxycarbonyl-4-(tertbutyloxycarbonylaminomethyl)isoindol...